Dataset: the Open Reaction Database (ORD), a public repository of structured organic reaction records. Task: describe an organic reaction: reactants, conditions, products, and yield The reactants are CC(C)=CC(C=C(C)C)=O (phorone), C(C)(C)(C)OO (t-butyl hydroperoxide), sulfonic acid. Product: CC(C)(CC(CC(C)(OOC(C)(C)C)C)=O)OOC(C)(C)C (2,6-DIMETHYL-2,6-bis(t-BUTYLPEROXY)-4-HEPTANONE). RXN SMILES: [CH3:1][C:2](=[CH:4][C:5](=[O:10])[CH:6]=[C:7]([CH3:9])[CH3:8])[CH3:3].[C:11]([O:15][OH:16])([CH3:14])([CH3:13])[CH3:12]>>[CH3:1][C:2]([O:16][O:15][C:11]([CH3:14])([CH3:13])[CH3:12])([CH2:4][C:5](=[O:10])[CH2:6][C:7]([CH3:9])([O:16][O:15][C:11]([CH3:14])([CH3:13])[CH3:12])[CH3:8])[CH3:3]. Procedure details: A mixture of 47.0 g. (0.34 mole) of phorone and 157 g (1.36 mole) of 78% t-butyl hydroperoxide was stirred with 34 g. of dry Amberlyst 15® sulfonic acid type ion exchange resin in a 500 ml flask equipped with a condenser and thermometer for forty-eight hours at 40° C. and one hour at 50° C. The ion exchange resin was separated by filtration and the product diluted with pentane. The pentane solution was washed with water, sodium bisulfite solution, 5% sodium hydroxide solution and water. After dr...